Dataset: the Open Reaction Database (ORD), a public repository of structured organic reaction records. Task: describe an organic reaction: reactants, conditions, products, and yield Starting materials: C1=COC(=C1)CO (2-furfuryl alcohol), C(C)N(CN(CC)CC)CC (N,N,N',N'-tetraethyl-methylenediamine). The solvent is C(C)(=O)O (acetic acid), C(C)(=O)O (acetic acid). Reaction conditions: temperature 0 celsius, time 17 hour. Yields the product C(C)N(CC)CC1=CC=C(O1)CO (5-diethylaminomethyl-2-hydroxymethylfuran). Isolated yield 80.1%. Reaction SMILES: [CH:1]1[CH:5]=[C:4]([CH2:6][OH:7])[O:3][CH:2]=1.[CH2:8]([N:10]([CH2:17][CH3:18])[CH2:11]N(CC)CC)[CH3:9]>C(O)(=O)C>[CH2:8]([N:10]([CH2:11][C:2]1[O:3][C:4]([CH2:6][OH:7])=[CH:5][CH:1]=1)[CH2:17][CH3:18])[CH3:9]. Reported procedure: To a solution of 2-furfuryl alcohol (8.24 g; 84 mmol) in 55 ml of acetic acid was added dropwise a solution of N,N,N',N'-tetraethyl-methylenediamine (20 g; 126 mmol)in 25 ml of acetic acid, and the solution was stirred at 0° C. for 30 minutes and at room temperature for 17 hours. The above solution was concentrated in vacuo, the residue was basified with dropwise addition of 30% of NaOH solution at 0° C. (to pH=11), and the mixture was extracted with ethyl acetate. The mixture was filtered, the ... Starting materials: ClCCl, CS(=O)(=O)Cl, CCOC(C)=O, CCCCCC, CCN(C(C)C)C(C)C, OC1CCC(OCCc2ccccc2)C(F)C1. Product: CS(=O)(=O)OC1CCC(OCCc2ccccc2)C(F)C1. As a reaction SMILES: [CH2:1]([Cl:2])[Cl:3].[CH3:30][S:31]([Cl:32])(=[O:33])=[O:34].[CH3:35][CH2:36][O:37][C:38](=[O:39])[CH3:40].[CH3:41][CH2:42][CH2:43][CH2:44][CH2:45][CH3:46].[CH:21]([N:22]([CH2:23][CH3:24])[CH:25]([CH3:26])[CH3:27])([CH3:28])[CH3:29].[F:4][CH:5]1[CH2:6][CH:7]([OH:20])[CH2:8][CH2:9][CH:10]1[O:11][CH2:12][CH2:13][c:14]1[cH:15][cH:16][cH:17][cH:18][cH:19]1>>[F:4][CH:5]1[CH2:6][CH:7]([O:20][S:31]([CH3:30])(=[O:33])=[O:34])[CH2:8][CH2:9][CH:10]1[O:11][CH2:12][CH2:13][c:14]1[cH:15][cH:16][cH:17][cH:18][cH:19]1. The reactants are ClC1=NC=C(C=C1)[N+](=O)[O-] (2-chloro-5-nitropyridine), C([O-])([O-])=O.[K+].[K+] (potassium carbonate), CC1OCC2=C1C(=CC=C2)O (3-methyl-1,3-dihydro-2-benzofuran-4-ol), CC1OCC2=C1C(=CC=C2)O (3-methyl-1,3-dihydro-2-benzofuran-4-ol). Solvent: CN(C=O)C (N,N-dimethylformamide). Reaction conditions: temperature 110 celsius. The product is CC1OCC2=C1C(=CC=C2)OC2=NC=C(C=C2)[N+](=O)[O-] (2-[(3-methyl-1,3-dihydro-2-benzofuran-4-yl)oxy]-5-nitropyridine). The yield is 92.6%. Reaction SMILES: Cl[C:2]1[CH:7]=[CH:6][C:5]([N+:8]([O-:10])=[O:9])=[CH:4][N:3]=1.C(=O)([O-])[O-].[K+].[K+].[CH3:17][CH:18]1[C:22]2[C:23]([OH:27])=[CH:24][CH:25]=[CH:26][C:21]=2[CH2:20][O:19]1>CN(C)C=O>[CH3:17][CH:18]1[C:22]2[C:23]([O:27][C:2]3[CH:7]=[CH:6][C:5]([N+:8]([O-:10])=[O:9])=[CH:4][N:3]=3)=[CH:24][CH:25]=[CH:26][C:21]=2[CH2:20][O:19]1 |f:1.2.3|. Procedure: In a microwave vial 3-methyl-1,3-dihydro-2-benzofuran-4-ol (Intermediate 98, 24 mg) was dissolved in N,N-dimethylformamide (1.5 ml) to give a pale yellow solution. 2-chloro-5-nitropyridine (24.07 mg, 0.152 mmol) and potassium carbonate (62.9 mg, 0.455 mmol) were added. The reaction vessel was sealed and heated in a microwave Biotage Initiator at 110° C. for 1 hour. After cooling, the reaction mixture was quenched with 5 ml of water and diluted with 25 ml of Et2O. The organic phase was washed wit... Reactants: C(=O)(OC(C)(C)C)N[C@@H](C)C(=O)O (N-BOC-L-alanine), COC([C@H]1NCCC1)=O (proline methyl ester), O.ON1N=NC2=C1C=CC=C2 (1-hydroxybenzotriazole hydrate), CN1CCOCC1 (4-methylmorpholine), ethyl-3-(3-dimethylamino)propyl carbodiimide, Cl (HCl), Cl (HCl). The solvent is O (water), CN(C)C=O (DMF). Reaction conditions: time 12 hour. Yields the product COC([C@H]1N(CCC1)C([C@@H](NC(=O)OC(C)(C)C)C)=O)=O (N-[[(t-Butoxy)-carbonyl]-L-alanyl]-L-proline methyl ester). RXN SMILES: [C:1]([NH:8][C@H:9]([C:11]([OH:13])=O)[CH3:10])([O:3][C:4]([CH3:7])([CH3:6])[CH3:5])=[O:2].[CH3:14][O:15][C:16](=[O:22])[C@@H:17]1[CH2:21][CH2:20][CH2:19][NH:18]1.Cl.O.ON1C2C=CC=CC=2N=N1.CN1CCOCC1>CN(C=O)C.O>[CH3:14][O:15][C:16](=[O:22])[C@@H:17]1[CH2:21][CH2:20][CH2:19][N:18]1[C:11](=[O:13])[C@H:9]([CH3:10])[NH:8][C:1]([O:3][C:4]([CH3:5])([CH3:6])[CH3:7])=[O:2] |f:3.4|. Procedure: To a solution of N-BOC-L-alanine (150 mmol) in DMF (250 mL) at 0° C., is added proline methyl ester.HCl (150 mmol), 1-hydroxybenzotriazole hydrate (22.2 g, 0.164 mmol), ethyl-3-(3-dimethylamino)propyl carbodiimide.HCl (31.4 g, 0.164 mmol) and 4-methylmorpholine (22.6 g, 0.224 mmol). The reaction mixture is stirred for 12 h while allowing the reaction to warm to room temperature. The reaction mixture is poured in water (750 mL) and extracted with ethyl acetate (2×150 mL). The combined organic ext... Reactants: C(CCCCCCCCC)OC=1C=NC(=NC1)C1=CC=C(C=C1)Br (5-decyloxy-2-(4-bromophenyl)-pyrimidine), tetrakis-triphenylphosphine palladium, [OH-].[Na+] (sodium hydroxide), solution, aqueous solution, [OH-].[Na+] (sodium hydroxide), aqueous solution, OO (hydrogen peroxide). Solvent: O1CCCC1 (tetrahydrofuran), O1CCCC1 (tetrahydrofuran). Conditions: time 6 hour. Yields the product C(CCCCCCCCC)OC=1C=NC(=NC1)C1=CC=C(C=C1)\C=C\CCCCC (5-decyloxy-2-{4-(1-trans-heptenyl)-phenyl}-pyrimidine). Isolated yield 169.4%. As a reaction SMILES: [CH2:1]([O:11][C:12]1[CH:13]=[N:14][C:15]([C:18]2[CH:23]=[CH:22][C:21](Br)=[CH:20][CH:19]=2)=[N:16][CH:17]=1)[CH2:2][CH2:3][CH2:4][CH2:5][CH2:6][CH2:7][CH2:8][CH2:9][CH3:10].[OH-].[Na+].OO>O1CCCC1>[CH2:1]([O:11][C:12]1[CH:13]=[N:14][C:15]([C:18]2[CH:23]=[CH:22][C:21](/[CH:1]=[CH:2]/[CH2:3][CH2:4][CH2:5][CH2:6][CH3:7])=[CH:20][CH:19]=2)=[N:16][CH:17]=1)[CH2:2][CH2:3][CH2:4][CH2:5][CH2:6][CH2:7][CH2:8][CH2:9][CH3:10] |f:1.2|. Procedure details: Apart from the above, inner atmosphere of a four-necked flask equipped with a stirring device, a reflux condenser and a thermometer was replaced with nitrogen gas, and then the flask was charged with 5.0 g (13 mmol) of 5-decyloxy-2-(4-bromophenyl)-pyrimidine, 0.23 g (0.2 mmol) of tetrakis-triphenylphosphine-palladium, 2.4 g (60 mmol) of sodium hydroxide and 60 ml of tetrahydrofuran. Subsequently, 50 ml of a solution prepared by dissolving 20 mmol of the above-obtained E-1-heptenylcatecholborane ... Starting materials: ClC1=NC2=CC(=C(C=C2N=C1Cl)S(=O)(=O)Cl)Cl (2,3,7-trichloro-6-quinoxalinesulfonyl chloride), [F-].[K+] (potassium fluoride). Reagents/catalysts: [Br-].C(C1=CC=CC=C1)[N+](CC)(CC)CC (benzyltriethylammonium bromide). The solvent is O (water), C(Cl)Cl (methylene chloride). Reaction conditions: time 17.5 hour. Product: ClC1=NC2=CC(=C(C=C2N=C1Cl)S(=O)(=O)F)Cl (2,3,7-trichloro-6-quinoxalinesulfonyl fluoride). Yield: 80.1%. Reaction SMILES: [Cl:1][C:2]1[C:11]([Cl:12])=[N:10][C:9]2[C:4](=[CH:5][C:6]([Cl:17])=[C:7]([S:13](Cl)(=[O:15])=[O:14])[CH:8]=2)[N:3]=1.[F-:18].[K+]>C(Cl)Cl.[Br-].C([N+](CC)(CC)CC)C1C=CC=CC=1.O>[Cl:1][C:2]1[C:11]([Cl:12])=[N:10][C:9]2[C:4](=[CH:5][C:6]([Cl:17])=[C:7]([S:13]([F:18])(=[O:15])=[O:14])[CH:8]=2)[N:3]=1 |f:1.2,4.5|. Procedure details: To a solution of 46 g of 2,3,7-trichloro-6-quinoxalinesulfonyl chloride in 200 ml of methylene chloride were added 0.42 g of benzyltriethylammonium bromide and a solution of 20.2 g of potassium fluoride in 20.9 ml of water. The resulting mixture was stirred for 17.5 hours at ambient temperature, filtered, dried over magnesium sulfate, treated with activated carbon and filtered again. Solvent was removed under vacuum, leaving a yellowish solid which was recrystallized from hexane to provide 35 g ... Reactants: C(C(C)C)N (iso-butylamine), C(C(O)CC(=O)OCC)(=O)OCC (diethyl DL-malate), C(C(O)CC(=O)OCC)(=O)OCC (diethyl DL-malate), C(C(C)C)N (iso-butylamine). Conditions: time 24 hour. The product is C(C(C)C)NC(C(O)CC(=O)NCC(C)C)=O (N,N′-Di-iso-butyl DL-malamide). Isolated yield 29.0%. RXN SMILES: [CH2:1]([NH2:5])[CH:2]([CH3:4])[CH3:3].[C:6]([O:16]CC)(=O)[CH:7]([CH2:9][C:10]([O:12]CC)=O)[OH:8]>>[CH2:1]([NH:5][C:6](=[O:16])[CH:7]([CH2:9][C:10]([NH:5][CH2:1][CH:2]([CH3:4])[CH3:3])=[O:12])[OH:8])[CH:2]([CH3:4])[CH3:3]. Reported procedure: N,N′-Di-iso-butyl DL-malamide was prepared by the reaction of iso-butylamine with diethyl DL-malate. To a round-bottomed flask were added diethyl DL-malate (5.229 g, 1 eq) and iso-butylamine (14.058 g, 7 eq). The clear light yellow solution was stirred for 24 hours at room temperature, after which point a white solid had precipitated from solution. The solid was filtered, washed with hexane (3×25 mL), and dried under vacuum (1.96 g, 29% yield). The product was >99% pure as determined by NMR anal...